describe an organic reaction: reactants, conditions, products, and yield From a dataset of the Open Reaction Database (ORD), a public repository of structured organic reaction records. Reactants: CC1=NN(C=2N=C(C=C(C21)C(=O)O)C2=CC=C(C=C2)OC2OCCCC2)C2OCCCC2 (3-methyl-1-(tetrahydro-pyran-2-yl)-6-[4-(tetrahydro-pyran-2-yloxy)-phenyl]-1H-pyrazolo[3,4-b]pyridine-4-carboxylic acid), C(C1=CC=CC=C1)N1C(CNC(C1)(C)C)(C)C (1-benzyl-2,2,5,5-tetramethyl-piperazine). The product is C(C1=CC=CC=C1)N1CC(N(CC1(C)C)C(=O)C1=C2C(=NC(=C1)C1=CC=C(C=C1)OC1OCCCC1)N(N=C2C)C2OCCCC2)(C)C ((4-Benzyl-2,2,5,5-tetramethyl-piperazin-1-yl)-{3-methyl-1-(tetrahydro-pyran-2-yl)-6-[4-(tetrahydro-pyran-2-yloxy)-phenyl]-1H-pyrazolo[3,4-b]pyridin-4-yl}-methanone). Yield: 75.7%. Reaction SMILES: [CH3:1][C:2]1[C:10]2[C:9]([C:11](O)=[O:12])=[CH:8][C:7]([C:14]3[CH:19]=[CH:18][C:17]([O:20][CH:21]4[CH2:26][CH2:25][CH2:24][CH2:23][O:22]4)=[CH:16][CH:15]=3)=[N:6][C:5]=2[N:4]([CH:27]2[CH2:32][CH2:31][CH2:30][CH2:29][O:28]2)[N:3]=1.[CH2:33]([N:40]1[CH2:45][C:44]([CH3:47])([CH3:46])[NH:43][CH2:42][C:41]1([CH3:49])[CH3:48])[C:34]1[CH:39]=[CH:38][CH:37]=[CH:36][CH:35]=1>>[CH2:33]([N:40]1[C:41]([CH3:49])([CH3:48])[CH2:42][N:43]([C:11]([C:9]2[CH:8]=[C:7]([C:14]3[CH:19]=[CH:18][C:17]([O:20][CH:21]4[CH2:26][CH2:25][CH2:24][CH2:23][O:22]4)=[CH:16][CH:15]=3)[N:6]=[C:5]3[N:4]([CH:27]4[CH2:32][CH2:31][CH2:30][CH2:29][O:28]4)[N:3]=[C:2]([CH3:1])[C:10]=23)=[O:12])[C:44]([CH3:47])([CH3:46])[CH2:45]1)[C:34]1[CH:35]=[CH:36][CH:37]=[CH:38][CH:39]=1. Reported procedure: In a similar manner as in Exampe 40 step (b) 400 mg of 3-methyl-1-(tetrahydro-pyran-2-yl)-6-[4-(tetrahydro-pyran-2-yloxy)-phenyl]-1H-pyrazolo[3,4-b]pyridine-4-carboxylic acid was reacted with 212 mg 1-benzyl-2,2,5,5-tetramethyl-piperazine to obtain 450 mg (76%) of the title compound. Starting materials: CN(C(=O)c1ccc(N2CCOCC2)cc1)C1CCNCC1c1ccc(Cl)c(Cl)c1, Cl, O=S(=O)(OCC(F)(F)F)C(F)(F)F. Product: CN(C(=O)c1ccc(N2CCOCC2)cc1)C1CCN(CC(F)(F)F)CC1c1ccc(Cl)c(Cl)c1. As a reaction SMILES: [Cl:2][c:3]1[cH:4][c:5]([CH:10]2[CH2:11][NH:12][CH2:13][CH2:14][CH:15]2[N:16]([C:17]([c:18]2[cH:19][cH:20][c:21]([N:24]3[CH2:25][CH2:26][O:27][CH2:28][CH2:29]3)[cH:22][cH:23]2)=[O:30])[CH3:31])[cH:6][cH:7][c:8]1[Cl:9].[ClH:1].[F:32][C:33]([F:34])([F:35])[S:36]([O:37][CH2:38][C:39]([F:40])([F:41])[F:42])(=[O:43])=[O:44]>>[Cl:2][c:3]1[cH:4][c:5]([CH:10]2[CH2:11][N:12]([CH2:38][C:39]([F:40])([F:41])[F:42])[CH2:13][CH2:14][CH:15]2[N:16]([C:17]([c:18]2[cH:19][cH:20][c:21]([N:24]3[CH2:25][CH2:26][O:27][CH2:28][CH2:29]3)[cH:22][cH:23]2)=[O:30])[CH3:31])[cH:6][cH:7][c:8]1[Cl:9].